This data is from the Open Reaction Database (ORD), a public repository of structured organic reaction records. The task is: describe an organic reaction: reactants, conditions, products, and yield Starting materials: NC1=CC(=NC=C1Cl)Cl (4-amino-2,5-dichloropyridine), COC1=C(C=C(C(=O)Cl)C=C1)OCCCCCCCCCCCC1=CC=CC=C1 (4-methoxy-3-(11-phenylundecyloxy)benzoyl chloride), Cl (hydrochloric acid), [H-].[Na+] (sodium hydride). The solvent is O1CCCC1 (tetrahydrofuran), O1CCCC1 (tetrahydrofuran), O1CCCC1 (tetrahydrofuran). Conditions: time 30 minute. The product is ClC=1C=NC=C(C1NC(C1=CC(=C(C=C1)OC)OCCCCCCCCCCCC1=CC=CC=C1)=O)Cl (N-(3,5-dichloropyrid-4-yl)-4-methoxy-3-(11-phenylundecyloxy)benzamide). Reaction SMILES: [H-].[Na+].[NH2:3][C:4]1[C:9]([Cl:10])=[CH:8][N:7]=[C:6](Cl)[CH:5]=1.[CH3:12][O:13][C:14]1[CH:22]=[CH:21][C:17]([C:18](Cl)=[O:19])=[CH:16][C:15]=1[O:23][CH2:24][CH2:25][CH2:26][CH2:27][CH2:28][CH2:29][CH2:30][CH2:31][CH2:32][CH2:33][CH2:34][C:35]1[CH:40]=[CH:39][CH:38]=[CH:37][CH:36]=1.[ClH:41]>O1CCCC1>[Cl:41][C:5]1[CH:6]=[N:7][CH:8]=[C:9]([Cl:10])[C:4]=1[NH:3][C:18](=[O:19])[C:17]1[CH:21]=[CH:22][C:14]([O:13][CH3:12])=[C:15]([O:23][CH2:24][CH2:25][CH2:26][CH2:27][CH2:28][CH2:29][CH2:30][CH2:31][CH2:32][CH2:33][CH2:34][C:35]2[CH:36]=[CH:37][CH:38]=[CH:39][CH:40]=2)[CH:16]=1 |f:0.1|. Procedure details: To a magnetically stirred suspension of 60% sodium hydride (60% in mineral oil) (0.53 grams) in anhydrous tetrahydrofuran (20 ml) at 0° C. is added a solution of 4-amino-2,5-dichloropyridine (0.90 grams) in anhydrous tetrahydrofuran (20 ml). After stirring for 30 minutes at room temperature the reaction mixture is cooled to 0° C. and treated with a solution of 4-methoxy-3-(11-phenylundecyloxy)benzoyl chloride (2.30 grams) in tetrahydrofuran (20 ml). After stirring at room temperature for 16 hour...